This data is from the Open Reaction Database (ORD), a public repository of structured organic reaction records. The task is: describe an organic reaction: reactants, conditions, products, and yield As a reaction SMILES: [Cl:12][CH2:13][CH:14]1[CH2:15][O:16]1.[Na+:18].[OH-:17].[c:1]1([OH:11])[cH:2][cH:3][cH:4][c:5]2[c:10]1[CH2:9][CH2:8][CH:7]=[CH:6]2>>[c:1]1([O:11][CH2:13][CH:14]2[CH2:15][O:16]2)[cH:2][cH:3][cH:4][c:5]2[c:10]1[CH2:9][CH2:8][CH:7]=[CH:6]2. Product: C1=Cc2cccc(OCC3CO3)c2CC1. Starting materials: ClCC1CO1, [Na+], [OH-], Oc1cccc2c1CCC=C2. The reactants are FC(CCCCN1N=CC(=C1)[N+](=O)[O-])(C)F (1-(5,5-difluoro-hexyl)-4-nitro-1H-pyrazole), [NH4+].[Cl-] (NH4Cl), N#N (N2). Reagents/catalysts: [Fe] (iron). Solvent: CCO (EtOH), O (water). Conditions: temperature 75 celsius, time 40 minute. Product: FC(CCCCN1N=CC(=C1)N)(C)F (1-(5,5-Difluoro-hexyl)-1H-pyrazol-4-ylamine). Reaction SMILES: N#N.[F:3][C:4]([F:18])([CH3:17])[CH2:5][CH2:6][CH2:7][CH2:8][N:9]1[CH:13]=[C:12]([N+:14]([O-])=O)[CH:11]=[N:10]1.[NH4+].[Cl-]>CCO.O.[Fe]>[F:18][C:4]([F:3])([CH3:17])[CH2:5][CH2:6][CH2:7][CH2:8][N:9]1[CH:13]=[C:12]([NH2:14])[CH:11]=[N:10]1 |f:2.3|. Procedure details: In a flame dried round-bottomed flask equipped with a magnetic stir bar and under inert atmosphere (N2), a mixture of 1-(5,5-difluoro-hexyl)-4-nitro-1H-pyrazole (400 mg, 1.72 mmol), iron powder (290 mg, 5.15 mmol) and NH4Cl (463 mg, 8.58 mmol) in a mixture of EtOH (8.0 mL) and water (4.0 mL) was stirred at 75° C. for 40 min. The reaction mixture was filtered while hot and concentrated under reduced pressure. CH2Cl2 (30 mL) was added followed by 1M NaOH (30 mL). The aq. layer was extracted with C...